This data is from the Open Reaction Database (ORD), a public repository of structured organic reaction records. The task is: describe an organic reaction: reactants, conditions, products, and yield Starting materials: O=C([O-])[O-], CC(C)(C)OC(=O)N1CCn2c(C(F)(F)F)nc(Br)c2C1, CO, COC(=O)CCl, [K+], [K+]. The product is COC(=O)c1nc(C(F)(F)F)n2c1CN(C(=O)OC(C)(C)C)CC2. As a reaction SMILES: [C:1](=[O:2])([O-:3])[O-:4].[C:7]([CH3:8])([CH3:9])([CH3:10])[O:11][C:12](=[O:13])[N:14]1[CH2:15][c:16]2[n:17]([c:20]([C:24]([F:25])([F:26])[F:27])[n:21][c:22]2[Br:23])[CH2:18][CH2:19]1.[CH3:34][OH:35].[Cl:28][CH2:29][C:30](=[O:31])[O:32][CH3:33].[K+:5].[K+:6]>>[C:7]([CH3:8])([CH3:9])([CH3:10])[O:11][C:12](=[O:13])[N:14]1[CH2:15][c:16]2[n:17]([c:20]([C:24]([F:25])([F:26])[F:27])[n:21][c:22]2[C:30](=[O:31])[O:32][CH3:33])[CH2:18][CH2:19]1. Starting materials: [Na].NC1=C(C2=CC=C(C=CC2=C1C(=O)OCC)CC(N(C)O)=O)C(=O)OCC (diethyl 2-amino-6-[(N-methyl-hydroxycarbamoyl)-methyl]-azulene-1,3-dicarboxylate sodium), ClCC(=O)N1CCCC1 (N-chloroacetyl-pyrrolidine). Procedure: In an analogous manner to that described in Example 1, from diethyl 2-amino-6-[(N-methyl-hydroxycarbamoyl)-methyl]-azulene-1,3-dicarboxylate sodium and N-chloroacetyl-pyrrolidine the title compound is obtained in 77% yield as a wax. The yield is 77.0%. As a reaction SMILES: [Na].[NH2:2][C:3]1[C:12]([C:13]([O:15][CH2:16][CH3:17])=[O:14])=[C:11]2[C:5](=[CH:6][CH:7]=[C:8]([CH2:18][C:19](=[O:23])[N:20]([OH:22])[CH3:21])[CH:9]=[CH:10]2)[C:4]=1[C:24]([O:26][CH2:27][CH3:28])=[O:25].Cl[CH2:30][C:31]([N:33]1[CH2:37][CH2:36][CH2:35][CH2:34]1)=[O:32]>>[NH2:2][C:3]1[C:12]([C:13]([O:15][CH2:16][CH3:17])=[O:14])=[C:11]2[C:5](=[CH:6][CH:7]=[C:8]([CH2:18][C:19](=[O:23])[N:20]([O:22][CH2:30][C:31](=[O:32])[N:33]3[CH2:37][CH2:36][CH2:35][CH2:34]3)[CH3:21])[CH:9]=[CH:10]2)[C:4]=1[C:24]([O:26][CH2:27][CH3:28])=[O:25] |f:0.1,^1:0|. Yields the product NC1=C(C2=CC=C(C=CC2=C1C(=O)OCC)CC(N(C)OCC(N1CCCC1)=O)=O)C(=O)OCC (Diethyl 2-amino-6-[(2-oxo-2-pyrrolidin-1-yl-N-methyl-ethoxycarbamoyl)-methyl]-azulene-1,3-dicarboxylate). Starting materials: FC(C(=O)O)(F)F.COC(=O)COC1=CC=C(C=C1)CC(C)NCC(O)C1=CC(=CC=C1)Cl (N-[2-(4-methoxycarbonylmethoxyphenyl)-1-methylethyl]-2-(3-chlorophenyl)-2-hydroxyethanamine trifluoroacetate), Cl (hydrogen chloride), [OH-].[NH4+] (ammonium hydroxide), Br (hydrogen bromide). Solvent: C(C)O (ethanol). Yields the product Br.COC(=O)COC1=CC=C(C=C1)CC(C)NCC(O)C1=CC(=CC=C1)Cl (N-[2-(4-methoxycarbonylmethoxyphenyl)-1-methylethyl]-2-(3-chlorophenyl)-2-hydroxyethanamine hydrobromide). As a reaction SMILES: FC(F)(F)C(O)=O.[CH3:8][O:9][C:10]([CH2:12][O:13][C:14]1[CH:19]=[CH:18][C:17]([CH2:20][CH:21]([NH:23][CH2:24][CH:25]([C:27]2[CH:32]=[CH:31][CH:30]=[C:29]([Cl:33])[CH:28]=2)[OH:26])[CH3:22])=[CH:16][CH:15]=1)=[O:11].[OH-].[NH4+].[BrH:36].Cl>C(O)C>[BrH:36].[CH3:8][O:9][C:10]([CH2:12][O:13][C:14]1[CH:15]=[CH:16][C:17]([CH2:20][CH:21]([NH:23][CH2:24][CH:25]([C:27]2[CH:32]=[CH:31][CH:30]=[C:29]([Cl:33])[CH:28]=2)[OH:26])[CH3:22])=[CH:18][CH:19]=1)=[O:11] |f:0.1,2.3,7.8|. Reported procedure: By neutralization of the product obtained in Example 10 with ammonium hydroxide, as described in Example 6, and salification with a solution of hydrogen bromide (instead of hydrogen chloride) in ethanol, the N-[2-(4-methoxycarbonylmethoxyphenyl)-1-methylethyl]-2-(3-chlorophenyl)-2-hydroxyethanamine hydrobromide is obtained. Starting materials: S(O)(O)(=O)=O (sulfuric acid), BrC=1C=CC2=C(OCC3=C(C2OC)C=CC=C3)C1 (3-Bromo-11-methoxy-6,11-dihydrodibenz[b,e]oxepine), C(=O)=O (dry ice), C(CCC)[Li].CCCCCC (n-butyl lithium hexane). The solvent is CO (methanol), O1CCCC1 (tetrahydrofuran). Reaction conditions: temperature -78 celsius, time 40 minute. Yields the product COC1C2=C(OCC3=C1C=CC=C3)C=C(C=C2)C(=O)OC (Methyl 11-methoxy-6,11-dihydrodibenz[b,e]oxepin-3-carboxylate). RXN SMILES: Br[C:2]1[CH:3]=[CH:4][C:5]2[CH:11]([O:12][CH3:13])[C:10]3[CH:14]=[CH:15][CH:16]=[CH:17][C:9]=3[CH2:8][O:7][C:6]=2[CH:18]=1.C([Li])CCC.[CH3:24]CCCCC.[C:30](=[O:32])=[O:31].S(=O)(=O)(O)O>O1CCCC1.CO>[CH3:13][O:12][CH:11]1[C:10]2[CH:14]=[CH:15][CH:16]=[CH:17][C:9]=2[CH2:8][O:7][C:6]2[CH:18]=[C:2]([C:30]([O:32][CH3:24])=[O:31])[CH:3]=[CH:4][C:5]1=2 |f:1.2|. Reported procedure: 3-Bromo-11-methoxy-6,11-dihydrodibenz[b,e]oxepine, 30 g, was dissolved in 500 ml of tetrahydrofuran. After cooling to -78° C., 65 ml of 1.6 N n-butyl lithium/hexane solution was dropwise added to the solution in a nitrogen atmosphere followed by stirring at -78° C. for further 40 minutes. The reaction solution was dropwise added onto 100 g of dry ice, which was allowed to stand to elevate to room temperature. The solvent was distilled off under reduced pressure. To the residue obtained, were add... The reactants are C(C)(C)(C)OC(NC(C(=O)N1C(CCC1)CC1=CN(C2=CC(=CC=C12)F)CCOCCOCCOC)C1CCCCC1)=O ({1-Cyclohexyl-2-[2-(6-fluoro-1-{2-[2-(2-methoxy-ethoxy)-ethoxy]-ethyl}-1H-indol-3-ylmethyl)-pyrrolidin-1-yl]-2-oxo-ethyl}-carbamic acid tert-butyl ester), C(=O)(C(F)(F)F)O (TFA). The solvent is C(Cl)Cl (DCM). Conditions: time 2 hour. The product is NC(C(=O)N1C(CCC1)CC1=CN(C2=CC(=CC=C12)F)CCOCCOCCOC)C1CCCCC1 (2-Amino-2-cyclohexyl-1-[2-(6-fluoro-1-{2-[2-(2-methoxy-ethoxy)-ethoxy]-ethyl}-1H-indol-3-ylmethyl)-pyrrolidin-1-yl]-ethanone). The yield is 97.0%. RXN SMILES: C(OC(=O)[NH:7][CH:8]([CH:37]1[CH2:42][CH2:41][CH2:40][CH2:39][CH2:38]1)[C:9]([N:11]1[CH2:15][CH2:14][CH2:13][CH:12]1[CH2:16][C:17]1[C:25]2[C:20](=[CH:21][C:22]([F:26])=[CH:23][CH:24]=2)[N:19]([CH2:27][CH2:28][O:29][CH2:30][CH2:31][O:32][CH2:33][CH2:34][O:35][CH3:36])[CH:18]=1)=[O:10])(C)(C)C.C(O)(C(F)(F)F)=O>C(Cl)Cl>[NH2:7][CH:8]([CH:37]1[CH2:42][CH2:41][CH2:40][CH2:39][CH2:38]1)[C:9]([N:11]1[CH2:15][CH2:14][CH2:13][CH:12]1[CH2:16][C:17]1[C:25]2[C:20](=[CH:21][C:22]([F:26])=[CH:23][CH:24]=2)[N:19]([CH2:27][CH2:28][O:29][CH2:30][CH2:31][O:32][CH2:33][CH2:34][O:35][CH3:36])[CH:18]=1)=[O:10]. Reported procedure: A solution of 82 (250 mg, 0.43 mmol) in DCM (5 mL) was treated with TFA (1 mL) at room temperature. After 2 h, the reaction mixture was concentrated, diluted with EtOAc, washed with 1N aqueous NaOH and brine, dried over Na2SO4, filtered and concentrated to afford 210 mg (100%) of 83 as a light yellow wax. The product was used without further purification. Reactants: BrC1=CN=CC=2C3(CCCC12)OCC(CO3)(C)C (4′-bromo-5,5-dimethyl-6′,7′-dihydro-5′H-spiro[1,3-dioxane-2,8′-isoquinoline]), ClC=1C=C2CNC(C2=CC1)=O (5-chloro-2,3-dihydro-isoindol-1-one), (+)-(1S,1S)-1,2-diaminocyclohexane, C(=O)([O-])[O-].[Cs+].[Cs+] (Cs2CO3). The reagents and catalysts are [Cu]I (copper (I) iodide). Solvent: O1CCOCC1 (dioxane), O (water). Reaction conditions: temperature 150 celsius. Yields the product ClC=1C=C2CN(C(C2=CC1)=O)C1=CN=CC=2C3(CCCC12)OCC(CO3)(C)C (5-Chloro-2-(5,5-dimethyl-6′,7′-dihydro-5′H-spiro[1,3-dioxane-2,8′-isoquinolin]-4′-yl)-2,3-dihydro-1H-isoindol-1-one). Isolated yield 86.2%. RXN SMILES: Br[C:2]1[C:11]2[CH2:10][CH2:9][CH2:8][C:7]3([O:16][CH2:15][C:14]([CH3:18])([CH3:17])[CH2:13][O:12]3)[C:6]=2[CH:5]=[N:4][CH:3]=1.[Cl:19][C:20]1[CH:21]=[C:22]2[C:26](=[CH:27][CH:28]=1)[C:25](=[O:29])[NH:24][CH2:23]2.C([O-])([O-])=O.[Cs+].[Cs+]>O1CCOCC1.O.[Cu]I>[Cl:19][C:20]1[CH:21]=[C:22]2[C:26](=[CH:27][CH:28]=1)[C:25](=[O:29])[N:24]([C:2]1[C:11]3[CH2:10][CH2:9][CH2:8][C:7]4([O:16][CH2:15][C:14]([CH3:18])([CH3:17])[CH2:13][O:12]4)[C:6]=3[CH:5]=[N:4][CH:3]=1)[CH2:23]2 |f:2.3.4|. Procedure: A mixture of 4′-bromo-5,5-dimethyl-6′,7′-dihydro-5′H-spiro[1,3-dioxane-2,8′-isoquinoline](5.0 g, 16 mmol), 5-chloro-2,3-dihydro-isoindol-1-one (2.7 g, 16 mmol), (+)-(1S,1S)-1,2-diaminocyclohexane (0.576 mL, 4.8 mmol), copper (I) iodide (456 mg, 2.4 mmol) and Cs2CO3 (10.4 g, 32 mmol) in dioxane (80 mL) was heated at 150° C. for 4 hours. After cooling to room temperature, it was diluted with water (50 mL) and extracted with EtOAc (200 mL×2). The combined organic layers were dried over anhy. Na2SO4... The reactants are Fc1ccc2nc(-c3ccc(Cl)cc3)cc(Cl)c2c1, NC(=O)C1CCNCC1, O, Oc1ccccc1. Product: NC(=O)C1CCN(c2cc(-c3ccc(Cl)cc3)nc3ccc(F)cc23)CC1. As a reaction SMILES: [Cl:1][c:2]1[cH:3][c:4](-[c:13]2[cH:14][cH:15][c:16]([Cl:19])[cH:17][cH:18]2)[n:5][c:6]2[cH:7][cH:8][c:9]([F:12])[cH:10][c:11]12.[NH:20]1[CH2:21][CH2:22][CH:23]([C:24](=[O:25])[NH2:26])[CH2:27][CH2:28]1.[OH2:36].[OH:29][c:30]1[cH:31][cH:32][cH:33][cH:34][cH:35]1>>[c:2]1([N:20]2[CH2:21][CH2:22][CH:23]([C:24](=[O:25])[NH2:26])[CH2:27][CH2:28]2)[cH:3][c:4](-[c:13]2[cH:14][cH:15][c:16]([Cl:19])[cH:17][cH:18]2)[n:5][c:6]2[cH:7][cH:8][c:9]([F:12])[cH:10][c:11]12.